From a dataset of the Open Reaction Database (ORD), a public repository of structured organic reaction records. describe an organic reaction: reactants, conditions, products, and yield Reactants: ClC1=CC(=NC2=CC(=CC=C12)Cl)NC(C1=CC=CC=C1)=O (N-(4,7-dichloroquinolin-2-yl)benzamide). The solvent is Cl (hydrochloric acid). Yields the product ClC1=CC(=NC2=CC(=CC=C12)Cl)N (4,7-dichloroquinolin-2-amine). RXN SMILES: [Cl:1][C:2]1[C:11]2[C:6](=[CH:7][C:8]([Cl:12])=[CH:9][CH:10]=2)[N:5]=[C:4]([NH:13]C(=O)C2C=CC=CC=2)[CH:3]=1>Cl>[Cl:1][C:2]1[C:11]2[C:6](=[CH:7][C:8]([Cl:12])=[CH:9][CH:10]=2)[N:5]=[C:4]([NH2:13])[CH:3]=1. Procedure: A mixture of example 289B (5.0 g, 15.8 mmol) and hydrochloric acid (22%, 150 mL) was heated to reflux for 24 hours, cooled to room temperature, filtered. Filtrate was basified with 50% sodium hydroxide. Pale green solid was collected by filtration, washed with large quantity of water and dried under vacuum. MS (ESI(+)Q1MS m/z 291 (M+H)+. The reactants are C(#N)C1=CC=C(C=C1)C1=CC=C(C=C1)O (4'-cyano-4-hydroxy-biphenyl), N1=CC=CC=C1 (pyridine), C(CCCC)OC(=O)Cl (chloroformic acid n-pentyl ester). Run in C1=CC=CC=C1 (benzene). Yields the product C(OC1=CC=C(C=C1)C1=CC=C(C=C1)C#N)(OCCCCC)=O (4'-cyano-4-biphenylyl n-pentyl carbonate). Reaction SMILES: [C:1]([C:3]1[CH:8]=[CH:7][C:6]([C:9]2[CH:14]=[CH:13][C:12]([OH:15])=[CH:11][CH:10]=2)=[CH:5][CH:4]=1)#[N:2].N1C=CC=CC=1.[CH2:22]([O:27][C:28](Cl)=[O:29])[CH2:23][CH2:24][CH2:25][CH3:26]>C1C=CC=CC=1>[C:28](=[O:29])([O:27][CH2:22][CH2:23][CH2:24][CH2:25][CH3:26])[O:15][C:12]1[CH:13]=[CH:14][C:9]([C:6]2[CH:5]=[CH:4][C:3]([C:1]#[N:2])=[CH:8][CH:7]=2)=[CH:10][CH:11]=1. Reported procedure: 0.976 G. of 4'-cyano-4-hydroxy-biphenyl are dissolved in 10 ml. of absolute pyridine and reacted with 0.90 g. of chloroformic acid n-pentyl ester as in Example 1. The 1.5 g. of yellow, partially crystallized oil obtained according to the procedure described in Example 1 is dissolved in benzene and chromatographed on 90 g. of silica gel. Benzene elutes 1.479 g. of colorless crystrals which are recrystallized from ether-hexane up to constant melting point and clearing point. The pure 4'-cyano-4-bi... Starting materials: CC(=O)Nc1ccc(NC(=S)Nc2cc(Cl)c(OCCOS(C)(=O)=O)c(Cl)c2)cc1, CNC, CCOC(C)=O, C1CCOC1. The product is CC(=O)Nc1ccc(NC(=S)Nc2cc(Cl)c(OCCN(C)C)c(Cl)c2)cc1. RXN SMILES: [C:1]([CH3:2])(=[O:3])[NH:4][c:5]1[cH:6][cH:7][c:8]([NH:11][C:12]([NH:13][c:14]2[cH:15][c:16]([Cl:29])[c:17]([O:18][CH2:19][CH2:20][O:21][S:22]([CH3:23])(=[O:24])=[O:25])[c:26]([Cl:28])[cH:27]2)=[S:30])[cH:9][cH:10]1.[CH3:31][NH:32][CH3:33].[CH3:39][CH2:40][O:41][C:42](=[O:43])[CH3:44].[O:34]1[CH2:35][CH2:36][CH2:37][CH2:38]1>>[C:1]([CH3:2])(=[O:3])[NH:4][c:5]1[cH:6][cH:7][c:8]([NH:11][C:12]([NH:13][c:14]2[cH:15][c:16]([Cl:29])[c:17]([O:18][CH2:19][CH2:20][N:32]([CH3:31])[CH3:33])[c:26]([Cl:28])[cH:27]2)=[S:30])[cH:9][cH:10]1.